From a dataset of the Open Reaction Database (ORD), a public repository of structured organic reaction records. describe an organic reaction: reactants, conditions, products, and yield Reactants: CCO, O=C[O-], CCOC(=O)CC(c1ccccc1)n1cnc2ccc(NC(=O)c3ccc([N+](=O)[O-])cc3)cc21, [NH4+], O. Product: CCOC(=O)CC(c1ccccc1)n1cnc2ccc(NC(=O)c3ccc(N)cc3)cc21. RXN SMILES: [CH3:39][CH2:40][OH:41].[CH:35]([O-:36])=[O:37].[N+:1]([O-:2])(=[O:3])[c:4]1[cH:5][cH:6][c:7]([C:8](=[O:9])[NH:10][c:11]2[cH:12][cH:13][c:14]3[c:15]([n:16]([CH:19]([CH2:20][C:21](=[O:22])[O:23][CH2:24][CH3:25])[c:26]4[cH:27][cH:28][cH:29][cH:30][cH:31]4)[cH:17][n:18]3)[cH:32]2)[cH:33][cH:34]1.[NH4+:38].[OH2:42]>>[NH2:1][c:4]1[cH:5][cH:6][c:7]([C:8](=[O:9])[NH:10][c:11]2[cH:12][cH:13][c:14]3[c:15]([n:16]([CH:19]([CH2:20][C:21](=[O:22])[O:23][CH2:24][CH3:25])[c:26]4[cH:27][cH:28][cH:29][cH:30][cH:31]4)[cH:17][n:18]3)[cH:32]2)[cH:33][cH:34]1. The reactants are [N+](=O)([O-])C1=C(C=CC=C1)NC(CCN1CCN(CC1)C1=CC(=CC=C1)C(F)(F)F)=O (N-(2-nitrophenyl)-4-(3-trifluoromethylphenyl)-1-piperazin propionamide), Cl (Monohydrochloride). Reagents/catalysts: [Pd] (Pd/C). The product is NC1=C(C=CC=C1)NC(CCN1CCN(CC1)C1=CC(=CC=C1)C(F)(F)F)=O (N-(2-Aminophenyl)-4-(3-trifluoromethylphenyl)-1-piperazinpropionamide). RXN SMILES: [N+:1]([C:4]1[CH:9]=[CH:8][CH:7]=[CH:6][C:5]=1[NH:10][C:11](=[O:30])[CH2:12][CH2:13][N:14]1[CH2:19][CH2:18][N:17]([C:20]2[CH:25]=[CH:24][CH:23]=[C:22]([C:26]([F:29])([F:28])[F:27])[CH:21]=2)[CH2:16][CH2:15]1)([O-])=O.Cl>[Pd]>[NH2:1][C:4]1[CH:9]=[CH:8][CH:7]=[CH:6][C:5]=1[NH:10][C:11](=[O:30])[CH2:12][CH2:13][N:14]1[CH2:15][CH2:16][N:17]([C:20]2[CH:25]=[CH:24][CH:23]=[C:22]([C:26]([F:29])([F:28])[F:27])[CH:21]=2)[CH2:18][CH2:19]1. Procedure details: The compound was prepared according to the method described in J. Med. Chem. 30, 13 (1987) by catalytic reduction of N-(2-nitrophenyl)-4-(3-trifluoromethylphenyl)-1-piperazin propionamide in the presence of 10% Pd/C. Monohydrochloride salt. M.p. 194°-196° C. The reactants are P(Cl)(Cl)(Cl)(Cl)Cl (phosphorus pentachloride), OC1=C(SC=C1)C(=O)OC (3-hydroxy-2-methoxycarbonyl-thiophene). Run in C(Cl)(Cl)(Cl)Cl (carbon tetrachloride), C(Cl)(Cl)(Cl)Cl (carbon tetrachloride). Yields the product ClC1=C(SC=C1)C(=O)O (3-chlorothiophene-2-carboxylic acid). As a reaction SMILES: P(Cl)(Cl)(Cl)(Cl)[Cl:2].O[C:8]1[CH:12]=[CH:11][S:10][C:9]=1[C:13]([O:15]C)=[O:14]>C(Cl)(Cl)(Cl)Cl>[Cl:2][C:8]1[CH:12]=[CH:11][S:10][C:9]=1[C:13]([OH:15])=[O:14]. Procedure details: 52.1 g. of phosphorus pentachloride are dissolved in 600 ml. of absolute carbon tetrachloride and heated to boiling, whereupon a solution of 15.8 g. of 3-hydroxy-2-methoxycarbonyl-thiophene in 200 ml. of carbon tetrachloride is added dropwise during 3 hours. The mixture is boiled to reflux for 13 hours, the carbon tetrachloride is distilled off and the mixture is evaporated almost to dryness in vacuo. 450 Ml. of water are added dropwise while cooling, whereupon the mixture is heated to boiling a... Reactants: CC(=O)OC(C)=O, Cn1nc(CN)nc1NCCCOc1cccc(CN2CCCCC2)c1, c1ccncc1. Yields the product CC(=O)NCc1nc(NCCCOc2cccc(CN3CCCCC3)c2)n(C)n1. As a reaction SMILES: [CH3:1][C:2](=[O:3])[O:4][C:5](=[O:6])[CH3:7].[CH3:8][n:9]1[n:10][c:11]([CH2:32][NH2:33])[n:12][c:13]1[NH:14][CH2:15][CH2:16][CH2:17][O:18][c:19]1[cH:20][c:21]([CH2:25][N:26]2[CH2:27][CH2:28][CH2:29][CH2:30][CH2:31]2)[cH:22][cH:23][cH:24]1.[cH:34]1[cH:35][cH:36][n:37][cH:38][cH:39]1>>[CH3:1][C:2](=[O:3])[NH:33][CH2:32][c:11]1[n:10][n:9]([CH3:8])[c:13]([NH:14][CH2:15][CH2:16][CH2:17][O:18][c:19]2[cH:20][c:21]([CH2:25][N:26]3[CH2:27][CH2:28][CH2:29][CH2:30][CH2:31]3)[cH:22][cH:23][cH:24]2)[n:12]1. Starting materials: C=O (formaldehyde), CC1N(CCNC1)C(=O)OC(C)(C)C (1,1-dimethylethyl 2-methyl-1-piperazinecarboxylate), FC(C1=CC=C(C=C1)[N+]#[C-])(F)F (4-(trifluoromethyl)phenylisocyanide), C[Si](C)(C)N=[N+]=[N-] (trimethylsilyl azide). The solvent is CO (methanol). Conditions: time 8 hour. Yields the product CC1N(CCN(C1)CC1=NN=NN1C1=CC=C(C=C1)C(F)(F)F)C(=O)OC(C)(C)C (1,1-Dimethylethyl 2-methyl-4-({1-[4-(trifluoromethyl)phenyl]-1H-tetrazol-5-yl}methyl)-1-piperazinecarboxylate). Reaction SMILES: [CH2:1]=O.[CH3:3][CH:4]1[CH2:9][NH:8][CH2:7][CH2:6][N:5]1[C:10]([O:12][C:13]([CH3:16])([CH3:15])[CH3:14])=[O:11].[F:17][C:18]([F:28])([F:27])[C:19]1[CH:24]=[CH:23][C:22]([N+:25]#[C-:26])=[CH:21][CH:20]=1.C[Si]([N:33]=[N+:34]=[N-:35])(C)C>CO>[CH3:3][CH:4]1[CH2:9][N:8]([CH2:1][C:26]2[N:25]([C:22]3[CH:21]=[CH:20][C:19]([C:18]([F:27])([F:28])[F:17])=[CH:24][CH:23]=3)[N:35]=[N:34][N:33]=2)[CH2:7][CH2:6][N:5]1[C:10]([O:12][C:13]([CH3:15])([CH3:14])[CH3:16])=[O:11]. Procedure: To a solution of formaldehyde (0.044 mL, 0.584 mmol) in methanol (2 mL) was added 1,1-dimethylethyl 2-methyl-1-piperazinecarboxylate (117 mg, 0.584 mmol). The reaction mixture was stirred at room temperature for 1 hour before the addition of 4-(trifluoromethyl)phenylisocyanide (100 mg, 0.584 mmol) and trimethylsilyl azide (0.092 mL, 0.701 mmol). The resulting reaction mixture was stirred at room temperature overnight. The reactants are COc1nn(-c2ccc(NC(=O)CCCCl)c(C)c2)c(=O)o1, [H-], [Na+], C1COCCO1. The product is COc1nn(-c2ccc(N3CCCC3=O)c(C)c2)c(=O)o1. As a reaction SMILES: [CH3:1][O:2][c:3]1[n:4][n:5](-[c:9]2[cH:10][c:11]([CH3:22])[c:12]([NH:15][C:16]([CH2:17][CH2:18][CH2:19][Cl:20])=[O:21])[cH:13][cH:14]2)[c:6](=[O:8])[o:7]1.[H-:23].[Na+:24].[O:25]1[CH2:26][CH2:27][O:28][CH2:29][CH2:30]1>>[CH3:1][O:2][c:3]1[n:4][n:5](-[c:9]2[cH:10][c:11]([CH3:22])[c:12]([N:15]3[C:16](=[O:21])[CH2:17][CH2:18][CH2:19]3)[cH:13][cH:14]2)[c:6](=[O:8])[o:7]1. Starting materials: C1CCOC1, [Cl-], COC(=O)c1ccnc(Cl)c1, Fc1cc(F)cc(C[Zn+])c1, c1ccc(P(c2ccccc2)(c2ccccc2)[Pd](P(c2ccccc2)(c2ccccc2)c2ccccc2)(P(c2ccccc2)(c2ccccc2)c2ccccc2)P(c2ccccc2)(c2ccccc2)c2ccccc2)cc1. The product is COC(=O)c1ccnc(Cc2cc(F)cc(F)c2)c1. Reaction SMILES: [CH2:23]1[O:24][CH2:25][CH2:26][CH2:27]1.[Cl-:12].[Cl:1][c:2]1[cH:3][c:4]([C:5](=[O:6])[O:7][CH3:8])[cH:9][cH:10][n:11]1.[F:13][c:14]1[cH:15][c:16]([CH2:17][Zn+:18])[cH:19][c:20]([F:22])[cH:21]1.[cH:28]1[cH:29][cH:30][c:31]([P:32]([Pd:33]([P:34]([c:35]2[cH:36][cH:37][cH:38][cH:39][cH:40]2)([c:41]2[cH:42][cH:43][cH:44][cH:45][cH:46]2)[c:47]2[cH:48][cH:49][cH:50][cH:51][cH:52]2)([P:53]([c:54]2[cH:55][cH:56][cH:57][cH:58][cH:59]2)([c:60]2[cH:61][cH:62][cH:63][cH:64][cH:65]2)[c:66]2[cH:67][cH:68][cH:69][cH:70][cH:71]2)[P:72]([c:73]2[cH:74][cH:75][cH:76][cH:77][cH:78]2)([c:79]2[cH:80][cH:81][cH:82][cH:83][cH:84]2)[c:85]2[cH:86][cH:87][cH:88][cH:89][cH:90]2)([c:91]2[cH:92][cH:93][cH:94][cH:95][cH:96]2)[c:97]2[cH:98][cH:99][cH:100][cH:101][cH:102]2)[cH:103][cH:104]1>>[c:2]1([CH2:17][c:16]2[cH:15][c:14]([F:13])[cH:21][c:20]([F:22])[cH:19]2)[cH:3][c:4]([C:5](=[O:6])[O:7][CH3:8])[cH:9][cH:10][n:11]1.